This data is from the Open Reaction Database (ORD), a public repository of structured organic reaction records. The task is: describe an organic reaction: reactants, conditions, products, and yield Starting materials: CN(S(=O)(=O)C1=CC(=CC=C1)[N+](=O)[O-])C (N,N-dimethyl-3-nitro-benzenesulfonamide), Cl[Sn]Cl (SnCl2). Run in C(C)O (ethanol). Yields the product NC=1C=C(C=CC1)S(=O)(=O)N(C)C (3-Amino-N,N-dimethylbenzenesulfonamide). As a reaction SMILES: [CH3:1][N:2]([CH3:15])[S:3]([C:6]1[CH:11]=[CH:10][CH:9]=[C:8]([N+:12]([O-])=O)[CH:7]=1)(=[O:5])=[O:4].Cl[Sn]Cl>C(O)C>[NH2:12][C:8]1[CH:7]=[C:6]([S:3]([N:2]([CH3:15])[CH3:1])(=[O:5])=[O:4])[CH:11]=[CH:10][CH:9]=1. Procedure: To a solution of the above N,N-dimethyl-3-nitro-benzenesulfonamide (20.4 mmol, 4.7 g) in ethanol (50 mL) was added SnCl2 (105 mmol, 19.9 g) and the mixture was refluxed for 1 hour. Upon cooling, the solvent was removed in vacuo. Ethyl acetate (200 mL) and NaHCO3 (sat, 100 mL) were added to the residue followed by another 200 mL ethyl acetate and 500 mL water. The phases were separated and the organic phase was washed twice with water. The organic phase was filtered, washed with water (2×100 mL) ... The reactants are C[C@@H]1NCCC1 ((S)-(+)-2-methylpyrrolidine), C(C)(C)(C)OC(=O)N1CCC(CC1)OS(=O)(=O)C1=CC=C(C=C1)C (4-(toluene-4-sulfonyloxy)-piperidine-1-carboxylic acid tert-butyl ester), C[C@@H]1NCCC1 ((S)-(+)-2-methylpyrrolidine), C(=O)([O-])[O-].[K+].[K+] (K2CO3), O (H2O). The solvent is C(C)#N (acetonitrile). Yields the product C(C)(C)(C)OC(=O)N1CCC(CC1)N1[C@H](CCC1)C (4-((S)-2-Methyl-pyrrolidin-1-yl)-piperidine-1-carboxylic acid tert-butyl ester). Yield: 39.7%. Reaction SMILES: [C:1]([O:5][C:6]([N:8]1[CH2:13][CH2:12][CH:11](OS(C2C=CC(C)=CC=2)(=O)=O)[CH2:10][CH2:9]1)=[O:7])([CH3:4])([CH3:3])[CH3:2].[CH3:25][C@H:26]1[CH2:30][CH2:29][CH2:28][NH:27]1.C([O-])([O-])=O.[K+].[K+].O>C(#N)C>[C:1]([O:5][C:6]([N:8]1[CH2:9][CH2:10][CH:11]([N:27]2[CH2:28][CH2:29][CH2:30][C@@H:26]2[CH3:25])[CH2:12][CH2:13]1)=[O:7])([CH3:2])([CH3:3])[CH3:4] |f:2.3.4|. Procedure details: A solution of 4-(toluene-4-sulfonyloxy)-piperidine-1-carboxylic acid tert-butyl ester (8.1 g, 22.8 mmol), (S)-(+)-2-methylpyrrolidine (2.33 g, 27.36 mmol), K2CO3 (6.93 g, 50.16 mmol) in acetonitrile (76 mL) was heated to 80° C. for 20 h and then added additional (S)-(+)-2-methylpyrrolidine (834 mg, 9.79 mmol), and continued heating for 20 h. The heating was removed and the solution was concentrated to provide a residue which was taken up with H2O (100 mL) and extracted with CH2Cl2 (2×100 mL). Th... The reactants are FC1=CC=C(C=C1)C=1N=C(NC1C1=CC=C(C=C1)F)SC(C(F)F)(F)F (4,5-bis(4-fluorophenyl)-2-(1,1,2,2-tetrafluoroethylthio)imidazole), ice, ClC(=O)OCC (ethyl chloroformate), O (water), ClC(=O)OCC (ethyl chloroformate). Run in N1=CC=CC=C1 (pyridine). Yields the product C(C)OC(=O)N1C(=NC(=C1C1=CC=C(C=C1)F)C1=CC=C(C=C1)F)SC(C(F)F)(F)F (1-Ethoxycarbonyl-4,5-bis(4-fluorophenyl)-2-(1,1,2,2-tetrafluoroethylthio)imidazole). The yield is 67.5%. Reaction SMILES: [F:1][C:2]1[CH:7]=[CH:6][C:5]([C:8]2[N:9]=[C:10]([S:20][C:21]([F:26])([F:25])[CH:22]([F:24])[F:23])[NH:11][C:12]=2[C:13]2[CH:18]=[CH:17][C:16]([F:19])=[CH:15][CH:14]=2)=[CH:4][CH:3]=1.Cl[C:28]([O:30][CH2:31][CH3:32])=[O:29].O>N1C=CC=CC=1>[CH2:31]([O:30][C:28]([N:9]1[C:8]([C:5]2[CH:6]=[CH:7][C:2]([F:1])=[CH:3][CH:4]=2)=[C:12]([C:13]2[CH:14]=[CH:15][C:16]([F:19])=[CH:17][CH:18]=2)[N:11]=[C:10]1[S:20][C:21]([F:26])([F:25])[CH:22]([F:23])[F:24])=[O:29])[CH3:32]. Reported procedure: To an ice-cooled mixture of 4,5-bis(4-fluorophenyl)-2-(1,1,2,2-tetrafluoroethylthio)imidazole (1.5 g) in pyridine (20 ml) was added ethyl chloroformate (1.3 g). The progress of the reaction was monitored by thin layer chromatography. Additional ethyl chloroformate (7.0 g, added in three portions) and warming to room temperature were required to force the reaction to completion. The reaction mixture was poured into water, and the crystalline solid was collected and washed with water. There was ob...